This data is from the Open Reaction Database (ORD), a public repository of structured organic reaction records. The task is: describe an organic reaction: reactants, conditions, products, and yield Starting materials: NC1=NN(C=N1)C(=S)NCCC (3-amino-1-[n-propylamino(thiocarbonyl)]-1H-1,2,4-triazole), NC1=NC=NN1C(=S)NCCC (5-amino-1-[n-propylamino(thiocarbonyl)]-1H-1,2,4-triazole), NC1=NN(C=N1)C(=S)NCCC (3-amino-1-[n-propylamino(thiocarbonyl)]-1H-1,2,4-triazole). Run in C(C)(=O)OC(OCC)OCC (diethoxymethyl acetate). The product is C(CC)N1C=NC=2N(C1=S)N=CN2 (6-n-Propyl-1,2,4-triazolo[1,5-a]-1,3,5-triazine-7(6H)-thione). Yield: 95.0%. Reaction SMILES: N[C:2]1[N:6]=[CH:5][N:4]([C:7]([NH:9][CH2:10][CH2:11][CH3:12])=[S:8])[N:3]=1.[NH2:13][C:14]1N(C(NCCC)=S)N=CN=1>C(OC(OCC)OCC)(=O)C>[CH2:10]([N:9]1[C:7](=[S:8])[N:4]2[N:3]=[CH:2][N:6]=[C:5]2[N:13]=[CH:14]1)[CH2:11][CH3:12]. Procedure: The synthesis method of Example 55 was applied. A 2:1 mixture (3.52 g) obtained in Example 47 of 5-amino-1-[n-propylamino(thiocarbonyl)]-1H-1,2,4-triazole and 3-amino-1-[n-propylamino(thiocarbonyl)]-1H-1,2,4-triazole and diethoxymethyl acetate (20 ml) were used as reagents. The mixture was reacted at 75° C. for 2 hours to give 2.22 g of white crystals (yield 95% from 5-amino-1-[n-propylamino(thiocarbonyl)]-1H-1-1,2,4-triazole), which were then subjected to recrystallization from water to give wh... Starting materials: C(C)C1=C(N)C(=CC=C1)CC (2,6-diethylaniline), C(C)C1=C(C(=CC=C1)CC)N=C=S (2,6-Diethyl-phenyl isothiocyanate), C(=O)=O (CO2), C([O-])([O-])=O.[Ca+2] (calcium carbonate), C(=S)(Cl)Cl (thiophosgene). Run in C(Cl)Cl (methylene chloride), C(Cl)Cl (methylene chloride), O (water). The product is C(C)C1=C(C(=CC=C1)CC)NC(=S)NC(C)(C)C (N-(2,6-Diethyl-phenyl)-N'-tert.-butyl-thiourea). As a reaction SMILES: [CH2:1]([C:3]1[CH:8]=[CH:7][CH:6]=[C:5]([CH2:9][CH3:10])[C:4]=1[N:11]=[C:12]=[S:13])[CH3:2].C([C:16]1C=CC=[C:19](CC)[C:17]=1[NH2:18])C.[C:25](=O)([O-])[O-].[Ca+2].C(Cl)(Cl)=S.C(=O)=O>C(Cl)Cl.O>[CH2:1]([C:3]1[CH:8]=[CH:7][CH:6]=[C:5]([CH2:9][CH3:10])[C:4]=1[NH:11][C:12]([NH:18][C:17]([CH3:19])([CH3:25])[CH3:16])=[S:13])[CH3:2] |f:2.3|. Reported procedure: 2,6-Diethyl-phenyl isothiocyanate can be prepared as follows: 100 g of 2,6-diethylaniline in 200 ml of methylene chloride are added dropwise at 0°-5°, whilst stirring, to a mixture of 500 ml of methylene chloride, 300 ml of water, 120 g of calcium carbonate and 92 g of thiophosgene. The mixture is then heated to the reflux temperature until the evolution of CO2 has ended. The cooled batch is filtered and the methylene chloride layer is separated off, dried with calcium chloride and fractionated. The reactants are NC1=C(C2=CC(=CC(=C2C=C1)O)S(=O)(=O)O)S(=O)(=O)O (2-amino-5-hydroxy-naphthalene-1,7-disulphonic acid), FC1=C(C(=NN=N1)F)F (trifluorotriazine), C(CN)N (ethylenediamine), FC1=CC(=NN=N1)F (difluorotriazine). Reaction SMILES: [NH2:1][C:2]1[CH:11]=[CH:10][C:9]2[C:4](=[CH:5][C:6]([S:13]([OH:16])(=[O:15])=[O:14])=[CH:7][C:8]=2O)[C:3]=1[S:17]([OH:20])(=[O:19])=[O:18].FC1N=NN=C(F)C=1F.C(N)CN.FC1N=NN=C(F)C=1>>[NH2:1][C:2]1[CH:11]=[CH:10][C:5]2[C:6]([S:13]([OH:16])(=[O:14])=[O:15])=[CH:7][CH:8]=[CH:9][C:4]=2[C:3]=1[S:17]([OH:20])(=[O:19])=[O:18]. The product is diazo, NC1=C(C=2C=CC=C(C2C=C1)S(=O)(=O)O)S(=O)(=O)O (2-amino-naphthalene-1,5-disulphonic acid). Reaction conditions: time 2.5 hour. Isolated yield 100.0%. Reported procedure: 31.9 g of 2-amino-5-hydroxy-naphthalene-1,7-disulphonic acid are subjected to a condensation reaction with trifluorotriazine as described in Example 1. 5.0 g of ethylenediamine are added to the solution of the resulting difluorotriazine compound at 0°, a pH of 5.5-6.5 being maintained. The condensation has ended after 2 to 3 hours. A diazo compound obtained by the customary route by diazotisation of 30.3 g of 2-amino-naphthalene-1,5-disulphonic acid is added to the reaction product of the formul... The reactants are CCCCO, O=C1OC(=O)C2CC=CCC12, CC(C)O, Cl, NCCCCN1CCN(c2ncccn2)CC1. The product is O=C1C2CC=CCC2C(=O)N1CCCCN1CCN(c2ncccn2)CC1, Cl. As a reaction SMILES: [CH2:29]([OH:30])[CH2:31][CH2:32][CH3:33].[CH:1]12[CH:2]([CH2:3][CH:4]=[CH:5][CH2:6]1)[C:7](=[O:8])[O:9][C:10]2=[O:11].[CH:35]([OH:36])([CH3:37])[CH3:38].[ClH:34].[NH2:12][CH2:13][CH2:14][CH2:15][CH2:16][N:17]1[CH2:18][CH2:19][N:20]([c:23]2[n:24][cH:25][cH:26][cH:27][n:28]2)[CH2:21][CH2:22]1>>[CH:1]12[CH:2]([CH2:3][CH:4]=[CH:5][CH2:6]1)[C:7](=[O:9])[N:12]([CH2:13][CH2:14][CH2:15][CH2:16][N:17]1[CH2:18][CH2:19][N:20]([c:23]3[n:24][cH:25][cH:26][cH:27][n:28]3)[CH2:21][CH2:22]1)[C:10]2=[O:11].[ClH:34].